From a dataset of the Open Reaction Database (ORD), a public repository of structured organic reaction records. describe an organic reaction: reactants, conditions, products, and yield As a reaction SMILES: [Br:1][c:2]1[c:3](-[c:20]2[cH:21][cH:22][cH:23][cH:24][cH:25]2)[n:4][c:5]2[n:6]1-[c:7]1[c:8]([n:16][cH:17][cH:18][cH:19]1)[NH:9][c:10]1[c:11]-2[cH:12][cH:13][cH:14][cH:15]1.[CH3:26][C:27]([CH3:28])([c:29]1[cH:30][cH:31][c:32]([B:35]2[O:36][C:37]([CH3:38])([CH3:39])[C:40]([CH3:41])([CH3:42])[O:43]2)[cH:33][cH:34]1)[NH:44][C:45]([O:46][C:47]([CH3:48])([CH3:49])[CH3:50])=[O:51].[K+:57].[K+:58].[K+:59].[O:60]1[CH2:61][CH2:62][O:63][CH2:64][CH2:65]1.[OH2:66].[P:52]([O-:53])([O-:54])([O-:55])=[O:56]>>[c:2]1(-[c:32]2[cH:31][cH:30][c:29]([C:27]([CH3:26])([CH3:28])[NH:44][C:45]([O:46][C:47]([CH3:48])([CH3:49])[CH3:50])=[O:51])[cH:34][cH:33]2)[c:3](-[c:20]2[cH:21][cH:22][cH:23][cH:24][cH:25]2)[n:4][c:5]2[n:6]1-[c:7]1[c:8]([n:16][cH:17][cH:18][cH:19]1)[NH:9][c:10]1[c:11]-2[cH:12][cH:13][cH:14][cH:15]1. The reactants are Brc1c(-c2ccccc2)nc2n1-c1cccnc1Nc1ccccc1-2, CC(C)(C)OC(=O)NC(C)(C)c1ccc(B2OC(C)(C)C(C)(C)O2)cc1, [K+], [K+], [K+], C1COCCO1, O, O=P([O-])([O-])[O-]. Product: CC(C)(C)OC(=O)NC(C)(C)c1ccc(-c2c(-c3ccccc3)nc3n2-c2cccnc2Nc2ccccc2-3)cc1. Starting materials: ClC=1C2=C(N=CN1)N(C=C2I)C(C)C (4-chloro-5-iodo-7-isopropylpyrrolo-[2,3-d]pyrimidine), [N+](=O)([O-])C1=CC=C(C=C1)B(O)O (4-nitrophenylboronic acid). The reagents and catalysts are C1=CC=C(C=C1)P(C2=CC=CC=C2)C3=CC=CC=C3.C1=CC=C(C=C1)P(C2=CC=CC=C2)C3=CC=CC=C3.Cl[Pd]Cl (bis(triphenylphosphine)palladium (II) chloride). The product is ClC=1C2=C(N=CN1)N(C=C2C2=CC=C(C=C2)[N+](=O)[O-])C(C)C (4-chloro-7-isopropyl-5-(4-nitrophenyl)pyrrolo[2,3-d]pyrimidine). As a reaction SMILES: [Cl:1][C:2]1[C:3]2[C:10](I)=[CH:9][N:8]([CH:12]([CH3:14])[CH3:13])[C:4]=2[N:5]=[CH:6][N:7]=1.[N+:15]([C:18]1[CH:23]=[CH:22][C:21](B(O)O)=[CH:20][CH:19]=1)([O-:17])=[O:16]>C1C=CC(P(C2C=CC=CC=2)C2C=CC=CC=2)=CC=1.C1C=CC(P(C2C=CC=CC=2)C2C=CC=CC=2)=CC=1.Cl[Pd]Cl>[Cl:1][C:2]1[C:3]2[C:10]([C:21]3[CH:22]=[CH:23][C:18]([N+:15]([O-:17])=[O:16])=[CH:19][CH:20]=3)=[CH:9][N:8]([CH:12]([CH3:14])[CH3:13])[C:4]=2[N:5]=[CH:6][N:7]=1 |f:2.3.4|. Procedure details: In a similar manner to Example 10 b), 4-chloro-5-iodo-7-isopropylpyrrolo-[2,3-d]pyrimidine (0.57 g), was reacted with 4-nitrophenylboronic acid (0.30 g) using bis(triphenylphosphine)palladium (II) chloride (0.126 g) to give 4-chloro-7-isopropyl-5-(4-nitrophenyl)pyrrolo[2,3-d]pyrimidine which was reduced using a mixture of ammonium chloride (22 mg),iron powder (0.45 g) in water (2 ml) and industrial methylated spirit (10 ml) to give 4-chloro-5-(4-aminophenyl)-7-isopropylpyrrolo[2,3-d]pyrimidine w...